From a dataset of the Open Reaction Database (ORD), a public repository of structured organic reaction records. describe an organic reaction: reactants, conditions, products, and yield Starting materials: [H-].[Na+] (sodium hydride), [I-].C[S+](C)C (trimethylsulfonium iodide), COC1=C(C=O)C=CC=C1 (o-methoxybenzaldehyde). Product: COC1=C(C2CO2)C=CC=C1 (o-methoxystyrene oxide). Reaction SMILES: [H-].[Na+].[I-].[CH3:4][S+](C)C.[CH3:8][O:9][C:10]1[CH:17]=[CH:16][CH:15]=[CH:14][C:11]=1[CH:12]=[O:13]>>[CH3:8][O:9][C:10]1[CH:17]=[CH:16][CH:15]=[CH:14][C:11]=1[CH:12]1[O:13][CH2:4]1 |f:0.1,2.3|. Procedure: Following the procedure of Example 7, 9.7 g. of sodium hydride, 38 g. of trimethylsulfonium iodide and 25.2 g. (0.185 mol) of o-methoxybenzaldehyde are reacted to give o-methoxystyrene oxide. Starting materials: Brc1ccc(CCOCc2ccccc2)nc1, Cc1ccccc1, CCO, [Na+], [Na+], O=C([O-])[O-], O, [Pd], OB(O)Oc1ccccc1, c1ccc(P(c2ccccc2)c2ccccc2)cc1, c1ccc(P(c2ccccc2)c2ccccc2)cc1, c1ccc(P(c2ccccc2)c2ccccc2)cc1, c1ccc(P(c2ccccc2)c2ccccc2)cc1. Yields the product c1ccc(COCCc2ccc(-c3ccccc3)cn2)cc1. RXN SMILES: [CH2:1]([c:2]1[cH:3][cH:4][cH:5][cH:6][cH:7]1)[O:8][CH2:9][CH2:10][c:11]1[n:12][cH:13][c:14]([Br:17])[cH:15][cH:16]1.[CH3:115][c:116]1[cH:117][cH:118][cH:119][cH:120][cH:121]1.[CH3:28][CH2:29][OH:30].[Na+:31].[Na+:32].[O-:33][C:34](=[O:35])[O-:36].[OH2:37].[Pd:38].[c:18]1([O:24][B:25]([OH:26])[OH:27])[cH:19][cH:20][cH:21][cH:22][cH:23]1.[c:39]1([P:40]([c:41]2[cH:42][cH:43][cH:44][cH:45][cH:46]2)[c:47]2[cH:48][cH:49][cH:50][cH:51][cH:52]2)[cH:53][cH:54][cH:55][cH:56][cH:57]1.[c:58]1([P:59]([c:60]2[cH:61][cH:62][cH:63][cH:64][cH:65]2)[c:66]2[cH:67][cH:68][cH:69][cH:70][cH:71]2)[cH:72][cH:73][cH:74][cH:75][cH:76]1.[c:77]1([P:78]([c:79]2[cH:80][cH:81][cH:82][cH:83][cH:84]2)[c:85]2[cH:86][cH:87][cH:88][cH:89][cH:90]2)[cH:91][cH:92][cH:93][cH:94][cH:95]1.[c:96]1([P:97]([c:98]2[cH:99][cH:100][cH:101][cH:102][cH:103]2)[c:104]2[cH:105][cH:106][cH:107][cH:108][cH:109]2)[cH:110][cH:111][cH:112][cH:113][cH:114]1>>[CH2:1]([c:2]1[cH:3][cH:4][cH:5][cH:6][cH:7]1)[O:8][CH2:9][CH2:10][c:11]1[n:12][cH:13][c:14](-[c:18]2[cH:19][cH:20][cH:21][cH:22][cH:23]2)[cH:15][cH:16]1. Reactants: FC(C(=O)OC1CC2=CC[C@H]3C4=CCC([C@@]4(C)CC[C@@H]3[C@]2(CC1)C)=O)(F)F (3-Trifluoroacetoxyandrost-5(6),14-dien-17-one), [OH-].[Na+] (sodium hydroxide). Run in O1CCCC1 (tetrahydrofuran), CO (methanol), O (water). Yields the product O[C@@H]1CC2=CC[C@H]3C4=CCC([C@@]4(C)CC[C@@H]3[C@]2(CC1)C)=O (3β-Hydroxyandrost-5(6), 14-dien-17-one). Isolated yield 97.9%. Reaction SMILES: FC(F)(F)C([O:5][CH:6]1[CH2:23][CH2:22][C@@:21]2([CH3:24])[C:8](=[CH:9][CH2:10][C@@H:11]3[C@@H:20]2[CH2:19][CH2:18][C@@:16]2([CH3:17])[C:12]3=[CH:13][CH2:14][C:15]2=[O:25])[CH2:7]1)=O.[OH-].[Na+]>O1CCCC1.CO.O>[OH:5][C@H:6]1[CH2:23][CH2:22][C@@:21]2([CH3:24])[C:8](=[CH:9][CH2:10][C@@H:11]3[C@@H:20]2[CH2:19][CH2:18][C@@:16]2([CH3:17])[C:12]3=[CH:13][CH2:14][C:15]2=[O:25])[CH2:7]1 |f:1.2|. Procedure: 3-Trifluoroacetoxyandrost-5(6),14-dien-17-one (15 mg) in tetrahydrofuran (3 ml) and methanol (2 ml) was treated with 2N aqueous sodium hydroxide (1 ml) at 0° for 3 min. The solution was diluted with water (15 ml), the organic solvents were evaporated off in vacuo, and the residue was extracted with ether to give the title compound (11 mg), which crystallized from acetone-hexane as prisms (8 mg), m.p. 161°-164°, identical [IR and t.l.c. (ethyl acetate-hexane 1:3)] with an authentic sample. Two re... Starting materials: Cl.CN (methylamine hydrochloride), BrCC1=CC=C(C=C1)S(=O)(=O)Cl (4-(bromomethyl)-benzenesulfonylchloride), O (water). Run in C(Cl)Cl (DCM). Run at temperature 0 celsius, time 30 minute. The product is BrCC1=CC=C(C=C1)S(=O)(=O)NC (4-bromomethyl-N-methyl-benzenesulfonamide). As a reaction SMILES: [Br:1][CH2:2][C:3]1[CH:8]=[CH:7][C:6]([S:9](Cl)(=[O:11])=[O:10])=[CH:5][CH:4]=1.Cl.[CH3:14][NH2:15].O>C(Cl)Cl>[Br:1][CH2:2][C:3]1[CH:8]=[CH:7][C:6]([S:9]([NH:15][CH3:14])(=[O:11])=[O:10])=[CH:5][CH:4]=1 |f:1.2|. Procedure: To a chilled (0° C.) stirred solution of 4-(bromomethyl)-benzenesulfonylchloride (3.0 g, 11 mmol) in DCM (100 mL) was added methylamine hydrochloride (1.2 g, 12 mmol). After 30 minutes, water (100 mL) was added. The organic layer was separated, washed with brine (30 mL), and dried over sodium sulfate and concentrated in vacuo to afford 4-bromomethyl-N-methyl-benzenesulfonamide. Starting materials: [OH-].[Na+] (sodium hydroxide), S(=O)(=O)(O)O.IC1=CC=C(CNC(=NC)NC)C=C1 (N-p-iodobenzyl-N',N"-dimethylguanidine sulphate), I (hydriodic acid). Run in O (water), O (water). Yields the product I.IC1=CC=C(CNC(=NC)NC)C=C1 (N-p-iodobenzyl-N',N"-dimethylguanidine hydriodide). As a reaction SMILES: S(O)(O)(=O)=O.[I:6][C:7]1[CH:19]=[CH:18][C:10]([CH2:11][NH:12][C:13]([NH:16][CH3:17])=[N:14][CH3:15])=[CH:9][CH:8]=1.[OH-].[Na+].I>O>[IH:6].[I:6][C:7]1[CH:8]=[CH:9][C:10]([CH2:11][NH:12][C:13]([NH:16][CH3:17])=[N:14][CH3:15])=[CH:18][CH:19]=1 |f:0.1,2.3,6.7|. Procedure: N-p-iodobenzyl-N',N"-dimethylguanidine sulphate was dissolved in water, strongly basified with sodium hydroxide, and the base extracted with ether. The ether, on evaporation, gave an oil which was dissolved in water, neutralised with dilute hydriodic acid and evaporated, to yield N-p-iodobenzyl-N',N"-dimethylguanidine hydriodide, m.p. 235°-239°, after recrystallisation from methanol-ether. Reactants: C=CC(=O)OCC, CC(C)=O, Cl, Cl, O=N[O-], CC(=O)COc1ccc(N)cc1, [Na+], O. The product is CCOC(=O)C(Cl)Cc1ccc(OCC(C)=O)cc1. RXN SMILES: [C:19]([CH:20]=[CH2:21])(=[O:22])[O:23][CH2:24][CH3:25].[CH3:27][C:28](=[O:29])[CH3:30].[ClH:1].[ClH:2].[N:15]([O-:16])=[O:17].[NH2:3][c:4]1[cH:5][cH:6][c:7]([O:8][CH2:9][C:10]([CH3:11])=[O:12])[cH:13][cH:14]1.[Na+:18].[OH2:26]>>[Cl:1][CH:20]([C:19](=[O:22])[O:23][CH2:24][CH3:25])[CH2:21][c:4]1[cH:5][cH:6][c:7]([O:8][CH2:9][C:10]([CH3:11])=[O:12])[cH:13][cH:14]1.